Dataset: the Open Reaction Database (ORD), a public repository of structured organic reaction records. Task: describe an organic reaction: reactants, conditions, products, and yield Reactants: FC(CN=C=S)(F)F (2,2,2-Trifluoroethylisothiocyanate), NC1=NC(=CC=C1)CO (2-amino-6-hydroxymethylpyridine). The solvent is C(C)#N (acetonitrile). Conditions: time 18 hour. Product: FC(CNC(NC1=NC(=CC=C1)COC(NCC(F)(F)F)=S)=S)(F)F (2-[3-(2,2,2-trifluoroethyl)thioureido]-6-[N-(2,2,2-trifluoroethyl)-thiocarbamoyloxymethyl]pyridine). Isolated yield 19.7%. Reaction SMILES: [F:1][C:2]([F:8])([F:7])[CH2:3][N:4]=[C:5]=[S:6].[NH2:9][C:10]1[CH:15]=[CH:14][CH:13]=[C:12]([CH2:16][OH:17])[N:11]=1>C(#N)C>[F:1][C:2]([F:8])([F:7])[CH2:3][NH:4][C:5](=[S:6])[NH:9][C:10]1[CH:15]=[CH:14][CH:13]=[C:12]([CH2:16][O:17][C:5](=[S:6])[NH:4][CH2:3][C:2]([F:8])([F:7])[F:1])[N:11]=1. Procedure: 2,2,2-Trifluoroethylisothiocyanate (2.82 g.) was added to a solution of 2-amino-6-hydroxymethylpyridine (2.1 g.) in acetonitrile (20 ml.) and the solution kept at room temperature for 18 hours and then evaporated to dryness. The residue was partitioned between ethyl acetate and water and the ethyl acetate phase separated, dried and evaporated to dryness. The residue was recrystallised from ethanol to give 2-[3-(2,2,2-trifluoroethyl)thioureido]-6-[N-(2,2,2-trifluoroethyl)-thiocarbamoyloxymethyl]p... The reactants are COCCNC(=O)C1=NC(=C2C=C(C=NC2=C1OCC1=CC=CC=C1)CC1=CC=C(C=C1)F)I (8-benzyloxy-3-(4-fluorobenzyl)-5-iodo[1,6]naphthyridine-7-carboxylic acid (2-methoxyethyl)amide), tetrakistriphenyl phosphine palladium, COC/C=C/B1OC(C(O1)(C)C)(C)C (2-((E)-3-methoxy-propenyl)-4,4,5,5-tetramethyl[1,3,2]dioxaborolane), C([O-])([O-])=O.[K+].[K+] (potassium carbonate), C(CC(O)(C(=O)O)CC(=O)O)(=O)O (citric acid). Run in O (water), C(C)(=O)OCC (ethyl acetate), CN(C=O)C (dimethylformamide). Reaction conditions: time 3 hour. Product: COCCNC(=O)C1=NC(=C2C=C(C=NC2=C1OCC1=CC=CC=C1)CC1=CC=C(C=C1)F)C=CCOC (8-benzyloxy-3-(4-fluorobenzyl)-5-(3-methoxypropenyl)[1,6]naphthyridine-7-carboxylic acid (2-methoxyethyl)amide). Isolated yield 52.3%. As a reaction SMILES: [CH3:1][O:2][CH2:3][CH2:4][NH:5][C:6]([C:8]1[C:17]([O:18][CH2:19][C:20]2[CH:25]=[CH:24][CH:23]=[CH:22][CH:21]=2)=[C:16]2[C:11]([CH:12]=[C:13]([CH2:26][C:27]3[CH:32]=[CH:31][C:30]([F:33])=[CH:29][CH:28]=3)[CH:14]=[N:15]2)=[C:10](I)[N:9]=1)=[O:7].[CH3:35][O:36][CH2:37]/[CH:38]=[CH:39]/B1OC(C)(C)C(C)(C)O1.C(=O)([O-])[O-].[K+].[K+].C(O)(=O)CC(CC(O)=O)(C(O)=O)O>O.C(OCC)(=O)C.CN(C)C=O>[CH3:1][O:2][CH2:3][CH2:4][NH:5][C:6]([C:8]1[C:17]([O:18][CH2:19][C:20]2[CH:25]=[CH:24][CH:23]=[CH:22][CH:21]=2)=[C:16]2[C:11]([CH:12]=[C:13]([CH2:26][C:27]3[CH:32]=[CH:31][C:30]([F:33])=[CH:29][CH:28]=3)[CH:14]=[N:15]2)=[C:10]([CH:39]=[CH:38][CH2:37][O:36][CH3:35])[N:9]=1)=[O:7] |f:2.3.4|. Reported procedure: To Compound 10 (286 mg, 0.5 mmol) and tetrakistriphenyl phosphine palladium (30 mg, 0.026 mmol) was added a dimethylformamide (4 ml) solution of 2-((E)-3-methoxy-propenyl)-4,4,5,5-tetramethyl[1,3,2]dioxaborolane (142 mg, 0.65 mmol), followed by an aqueous solution of 2 moles of potassium carbonate (0.66 ml, 1.32 mmol), and after vacuum deaeration under stirring at room temperature, and replacement with nitrogen, the reaction was heated under stirring in an oil bath at 100° C. After 3 hours, to t... Reactants: OCCNC1=CC=C(C=C1)[N+](=O)[O-] (N-(2-hydroxyethyl)-4-nitrobenzenamine), C(C=C)Br (allyl bromide). The solvent is CN1C(CCC1)=O (N-methylpyrrolidone). The product is C(C=C)N(C1=CC=C(C=C1)[N+](=O)[O-])CCO (N-allyl-N-(2-hydroxyethyl)-4-nitrobenzenamine). Reaction SMILES: [OH:1][CH2:2][CH2:3][NH:4][C:5]1[CH:10]=[CH:9][C:8]([N+:11]([O-:13])=[O:12])=[CH:7][CH:6]=1.[CH2:14](Br)[CH:15]=[CH2:16]>CN1CCCC1=O>[CH2:16]([N:4]([CH2:3][CH2:2][OH:1])[C:5]1[CH:6]=[CH:7][C:8]([N+:11]([O-:13])=[O:12])=[CH:9][CH:10]=1)[CH:15]=[CH2:14]. Procedure: N-(2-hydroxyethyl)-4-nitrobenzenamine (9.1 g, 0.05 mol) is treated with allyl bromide in N-methylpyrrolidone, also as subsequently discussed in Example 11, to provide N-allyl-N-(2-hydroxyethyl)-4-nitrobenzenamine. The reactants are COC1=C2CC(N(C2=CC=C1B1OC(C(O1)(C)C)(C)C)C)=O (4-methoxy-1-methyl-5-(4,4,5,5-tetramethyl-[1,3,2]dioxaborolan-2-yl)-1,3-dihydro-indol-2-one), BrC=1C=NC=C(C1)Br (3,5-dibromopyridine), COCCOC (1,2-dimethoxyethane), C([O-])([O-])=O.[Na+].[Na+] (sodium carbonate), polystyrene triphenylphosphine palladium (0), PPh3 Pd(0). Reagents/catalysts: C=1C=CC(=CC1)[P](C=2C=CC=CC2)(C=3C=CC=CC3)[Pd]([P](C=4C=CC=CC4)(C=5C=CC=CC5)C=6C=CC=CC6)([P](C=7C=CC=CC7)(C=8C=CC=CC8)C=9C=CC=CC9)[P](C=1C=CC=CC1)(C=1C=CC=CC1)C=1C=CC=CC1 (tetrakis(triphenylphosphine)palladium(0)). The solvent is ClCCl (dichloromethane). Reaction conditions: temperature 120 celsius. Yields the product BrC=1C=C(C=NC1)C=1C(=C2CC(N(C2=CC1)C)=O)OC (5-(5-bromo-pyridin-3-yl)-4-methoxy-1-methyl-1,3-dihydro-indol-2-one). RXN SMILES: [CH3:1][O:2][C:3]1[C:11](B2OC(C)(C)C(C)(C)O2)=[CH:10][CH:9]=[C:8]2[C:4]=1[CH2:5][C:6](=[O:22])[N:7]2[CH3:21].[Br:23][C:24]1[CH:25]=[N:26][CH:27]=[C:28](Br)[CH:29]=1.COCCOC.C(=O)([O-])[O-].[Na+].[Na+]>ClCCl.C1C=CC([P]([Pd]([P](C2C=CC=CC=2)(C2C=CC=CC=2)C2C=CC=CC=2)([P](C2C=CC=CC=2)(C2C=CC=CC=2)C2C=CC=CC=2)[P](C2C=CC=CC=2)(C2C=CC=CC=2)C2C=CC=CC=2)(C2C=CC=CC=2)C2C=CC=CC=2)=CC=1>[Br:23][C:24]1[CH:29]=[C:28]([C:11]2[C:3]([O:2][CH3:1])=[C:4]3[C:8](=[CH:9][CH:10]=2)[N:7]([CH3:21])[C:6](=[O:22])[CH2:5]3)[CH:27]=[N:26][CH:25]=1 |f:3.4.5,^1:49,51,70,89|. Procedure details: To 4-methoxy-1-methyl-5-(4,4,5,5-tetramethyl-[1,3,2]dioxaborolan-2-yl)-1,3-dihydro-indol-2-one (80 mg, 0.264 mmol) was added 3,5-dibromopyridine (CAS#625-92-3, 188 mg, 0.792 mmol), 1,2-dimethoxyethane (3.0 mL), and 2 M aqueous sodium carbonate (0.320 mL, 0.63 mmol). The reaction mixture was degassed and placed under an argon atmosphere, at which time resin bound tetrakis(triphenylphosphine)palladium(0), specifically polystyrene triphenylphosphine palladium (0) [PS—PPh3-Pd(0) (Biotage), 0.11 mmol... Reactants: CN(C(=O)OC(C)(C)C)C(Cc1ccccc1)C(=O)O, COC(=O)C(N)Cc1c[nH]c2ccccc12, CCN=C=NCCCN(C)C, CCOC(C)=O, Cl, CN(C)C=O, Oc1cccc2[nH]nnc12. Yields the product COC(=O)C(Cc1c[nH]c2ccccc12)NC(=O)C(Cc1ccccc1)N(C)C(=O)OC(C)(C)C. Reaction SMILES: [C:1](=[O:2])([O:3][C:4]([CH3:5])([CH3:6])[CH3:7])[N:8]([CH:9]([CH2:10][c:11]1[cH:12][cH:13][cH:14][cH:15][cH:16]1)[C:17](=[O:18])[OH:19])[CH3:20].[CH3:22][O:23][C:24]([CH:25]([NH2:26])[CH2:27][c:28]1[cH:29][nH:30][c:31]2[cH:32][cH:33][cH:34][cH:35][c:36]12)=[O:37].[CH3:48][N:49]([CH3:50])[CH2:51][CH2:52][CH2:53][N:54]=[C:55]=[N:56][CH2:57][CH3:58].[CH3:64][CH2:65][O:66][C:67](=[O:68])[CH3:69].[ClH:21].[O:59]=[CH:60][N:61]([CH3:62])[CH3:63].[OH:38][c:39]1[c:40]2[n:41][n:42][nH:43][c:44]2[cH:45][cH:46][cH:47]1>>[C:1](=[O:2])([O:3][C:4]([CH3:5])([CH3:6])[CH3:7])[N:8]([CH:9]([CH2:10][c:11]1[cH:12][cH:13][cH:14][cH:15][cH:16]1)[C:17](=[O:19])[NH:26][CH:25]([C:24]([O:23][CH3:22])=[O:37])[CH2:27][c:28]1[cH:29][nH:30][c:31]2[cH:32][cH:33][cH:34][cH:35][c:36]12)[CH3:20].